From a dataset of the Open Reaction Database (ORD), a public repository of structured organic reaction records. describe an organic reaction: reactants, conditions, products, and yield Starting materials: C(CCCCC)P(OCCCC)=O (n-hexylphosphinic acid, n-butyl ester), C=O (paraformaldehyde). The product is C(CCCCC)P(OCCCC)(=O)CO (n-Hexylhydroxymethylphosphinic acid, n-butyl ester). As a reaction SMILES: [CH2:1]([PH:7](=[O:13])[O:8][CH2:9][CH2:10][CH2:11][CH3:12])[CH2:2][CH2:3][CH2:4][CH2:5][CH3:6].[CH2:14]=[O:15]>>[CH2:1]([P:7]([CH2:14][OH:15])(=[O:13])[O:8][CH2:9][CH2:10][CH2:11][CH3:12])[CH2:2][CH2:3][CH2:4][CH2:5][CH3:6]. Procedure: The title compound was prepared from n-hexylphosphinic acid, n-butyl ester and paraformaldehyde according to the method described in Procedure 31. Purification by chromatography, eluting with dichloromethane containing 5% methanol, gave an oil. Reaction conditions: time 1 hour. The product is FC(C1(N=C(COC1)N)C1=C(C=CC=C1[N+](=O)[O-])F)F (5-Difluoromethyl-5-(2-fluoro-6-nitro-phenyl)-5,6-dihydro-2H-[1,4]oxazin-3-ylamine). Solvent: S(O)(O)(=O)=O (sulfuric acid), S(O)(O)(=O)=O (sulfuric acid). RXN SMILES: [N+:1]([O-:4])([O-])=[O:2].[K+].[F:6][CH:7]([F:22])[C:8]1([C:15]2[CH:20]=[CH:19][CH:18]=[CH:17][C:16]=2[F:21])[CH2:13][O:12][CH2:11][C:10]([NH2:14])=[N:9]1.CC(OC)(C)C.[OH-].[Na+]>S(=O)(=O)(O)O>[F:22][CH:7]([F:6])[C:8]1([C:15]2[C:20]([N+:1]([O-:4])=[O:2])=[CH:19][CH:18]=[CH:17][C:16]=2[F:21])[CH2:13][O:12][CH2:11][C:10]([NH2:14])=[N:9]1 |f:0.1,4.5|. Reactants: FC(C1(N=C(COC1)N)C1=C(C=CC=C1)F)F (5-difluoromethyl-5-(2-fluoro-phenyl)-5,6-dihydro-2H-[1,4]oxazin-3-ylamine), CC(C)(C)OC (TBME), [OH-].[Na+] (NaOH), [N+](=O)([O-])[O-].[K+] (Potassium nitrate), ice. Reported procedure: Potassium nitrate (60.3 g, 596 mmol) was added portionwise to 600 ml sulfuric acid (Temperature<20° C.). This solution was added dropwise to a solution of 5-difluoromethyl-5-(2-fluoro-phenyl)-5,6-dihydro-2H-[1,4]oxazin-3-ylamine (112 g, 459 mmol) in 600 ml sulfuric acid, while keeping the reaction temperature<22° C. with an ice bath. After stirring for 1 h, the mixture was poured onto 10 Kg ice. TBME (6 L) was added and the pH was adjusted to 12-14 by the addition of about 5 L 30% aqueous NaOH. ... Yield: 97.9%.